This data is from the Open Reaction Database (ORD), a public repository of structured organic reaction records. The task is: describe an organic reaction: reactants, conditions, products, and yield The reactants are CCCC[N+](CCCC)(CCCC)CCCC, CCOC(=O)Cc1ccc(OC)c(-c2ccc(C(F)(F)F)cc2CN(CC)C(=O)CCl)c1, Cc1ncc[nH]1, [H-], [I-], [Na+], CN(C)C=O. Product: CCOC(=O)Cc1ccc(OC)c(-c2ccc(C(F)(F)F)cc2CN(CC)C(=O)Cn2ccnc2C)c1. RXN SMILES: [CH2:47]([N+:48]([CH2:49][CH2:50][CH2:51][CH3:52])([CH2:53][CH2:54][CH2:55][CH3:56])[CH2:57][CH2:58][CH2:59][CH3:60])[CH2:61][CH2:62][CH3:63].[CH2:9]([CH3:10])[O:11][C:12]([CH2:13][c:14]1[cH:15][c:16](-[c:22]2[c:23]([CH2:32][N:33]([CH2:34][CH3:35])[C:36]([CH2:37][Cl:38])=[O:39])[cH:24][c:25]([C:28]([F:29])([F:30])[F:31])[cH:26][cH:27]2)[c:17]([O:20][CH3:21])[cH:18][cH:19]1)=[O:40].[CH3:1][c:2]1[nH:3][cH:4][cH:5][n:6]1.[H-:7].[I-:46].[Na+:8].[O:41]=[CH:42][N:43]([CH3:44])[CH3:45]>>[CH3:1][c:2]1[n:3]([CH2:37][C:36]([N:33]([CH2:32][c:23]2[c:22](-[c:16]3[cH:15][c:14]([CH2:13][C:12]([O:11][CH2:9][CH3:10])=[O:40])[cH:19][cH:18][c:17]3[O:20][CH3:21])[cH:27][cH:26][c:25]([C:28]([F:29])([F:30])[F:31])[cH:24]2)[CH2:34][CH3:35])=[O:39])[cH:4][cH:5][n:6]1. Starting materials: CCOC(=O)c1ncn2c1CNC(=O)c1cc(OC)ccc1-2, Cc1ccc(N(C)C)cc1, CC(C)=O, Clc1ccccc1, ClCCl. The product is CCOC(=O)c1ncn2c1CN=C(Cl)c1cc(OC)ccc1-2. RXN SMILES: [CH2:1]([CH3:2])[O:3][C:4](=[O:5])[c:6]1[n:7][cH:8][n:9]2[c:15]1[CH2:14][NH:13][C:12](=[O:16])[c:11]1[c:10]-2[cH:20][cH:19][c:18]([O:21][CH3:22])[cH:17]1.[CH3:23][N:24]([CH3:25])[c:26]1[cH:27][cH:28][c:29]([CH3:30])[cH:31][cH:32]1.[CH3:43][C:44]([CH3:45])=[O:46].[Cl:33][c:34]1[cH:35][cH:36][cH:37][cH:38][cH:39]1.[Cl:40][CH2:41][Cl:42]>>[CH2:1]([CH3:2])[O:3][C:4](=[O:5])[c:6]1[n:7][cH:8][n:9]2[c:15]1[CH2:14][N:13]=[C:12]([Cl:33])[c:11]1[c:10]-2[cH:20][cH:19][c:18]([O:21][CH3:22])[cH:17]1. The reactants are C=O (CH2O), C(C)O (ethanol), [OH-].[Na+] (NaOH), C=O (CH2O), [OH-].[Na+] (NaOH), C=O (formalin), C(C=C)(=O)N.C(C)OC(C=C)=O (acrylamide ethylacrylate). Run in O (water). Run at temperature 70 celsius. Yields the product C(C)OC(C=C)=O.C(O)C(C(=O)N)=C (methylolacrylamide ethylacrylate). As a reaction SMILES: [C:1]([NH2:5])(=[O:4])[CH:2]=[CH2:3].[CH2:6]([O:8][C:9](=[O:12])[CH:10]=[CH2:11])[CH3:7].[OH-:13].[Na+].[CH2:15]=O.C(O)C>O>[CH2:6]([O:8][C:9](=[O:12])[CH:10]=[CH2:11])[CH3:7].[CH2:3]([C:2](=[CH2:15])[C:1]([NH2:5])=[O:4])[OH:13] |f:0.1,2.3,7.8|. Procedure details: 400 g of an acrylamide-ethylacrylate 80-20 copolymer were dissolved in 1200ml of water; the pH was adjusted to 12-13 by adding NaOH; 400 ml of 40% formalin were added while heating to 70° C. for 2 hours; the pH waskept at 12-13 with further addition of NaOH. After cooling the solution waspoured into 15 liters of ethanol under good stirring, the separated polymerwas filtered, washed with acetone and dried at reduced pressure. Yield: 590g of water-soluble polymer. Analytical results: free CH2O: ab... Reactants: aqueous solution, polyvinylalcohol, CC(=C)C(=O)OCCOC (poly(ethylene glycol)methyl ether methacrylate), CC(C)(C#N)N=NC(C)(C)C#N (AIBN). Run in C=1(C(=CC=CC1)C)C (xylene). Run at temperature 80 celsius, time 15 minute. The product is CC(=C)C(=O)OCCO (HEMA). As a reaction SMILES: [CH3:1][C:2]([C:4]([O:6][CH2:7][CH2:8][O:9]C)=[O:5])=[CH2:3].CC(N=NC(C#N)(C)C)(C#N)C>C1(C)C(C)=CC=CC=1>[CH3:3][C:2]([C:4]([O:6][CH2:7][CH2:8][OH:9])=[O:5])=[CH2:1]. Reported procedure: A 0.5% of aqueous solution of 88% hydrolyzed polyvinylalcohol (90 ml) was introduced into a 100 ml reactor and allowed to stand under a nitrogen atmosphere for 15 min. The monomer phase containing poly(ethylene glycol)methyl ether methacrylate (2.77 g), PLA cross-linker (0.7 g) and 1 wt % AIBN solubilized in 4.3 ml of xylene was degassed by bubbling nitrogen through the solution for 15 min. The monomer phase was added to the aqueous phase at 50° C. and agitated by means of a propeller type stirr...